Dataset: the Open Reaction Database (ORD), a public repository of structured organic reaction records. Task: describe an organic reaction: reactants, conditions, products, and yield RXN SMILES: [Br:1][CH2:2][C:3](=[O:4])[O:5][CH2:6][CH3:7].[CH2:28]1[O:29][CH2:30][CH2:31][O:32][CH2:33]1.[CH:8]([N:9]([CH2:10][CH3:11])[CH:12]([CH3:13])[CH3:14])([CH3:15])[CH3:16].[Cl:25][CH2:26][Cl:27].[NH2:17][CH2:18][c:19]1[cH:20][cH:21][cH:22][cH:23][cH:24]1>>[CH2:2]([C:3](=[O:4])[O:5][CH2:6][CH3:7])[NH:17][CH2:18][c:19]1[cH:20][cH:21][cH:22][cH:23][cH:24]1. The reactants are CCOC(=O)CBr, C1COCCO1, CCN(C(C)C)C(C)C, ClCCl, NCc1ccccc1. Product: CCOC(=O)CNCc1ccccc1. Reactants: O=C(O)C(F)(F)F, O, CC1(C)OC2C(COS(N)(=O)=O)OC(n3cnc4c(C#Cc5ccccc5C(F)(F)F)ncnc43)C2O1. Yields the product NS(=O)(=O)OCC1OC(n2cnc3c(C#Cc4ccccc4C(F)(F)F)ncnc32)C(O)C1O. RXN SMILES: [F:38][C:39]([F:40])([F:41])[C:42]([OH:43])=[O:44].[OH2:45].[S:1]([NH2:2])([O:3][CH2:4][CH:5]1[O:6][CH:7]([n:15]2[c:16]3[n:17][cH:18][n:19][c:20]([C:24]#[C:25][c:26]4[c:27]([C:32]([F:33])([F:34])[F:35])[cH:28][cH:29][cH:30][cH:31]4)[c:21]3[n:22][cH:23]2)[CH:8]2[O:9][C:10]([CH3:13])([CH3:14])[O:11][CH:12]12)(=[O:36])=[O:37]>>[S:1]([NH2:2])([O:3][CH2:4][CH:5]1[O:6][CH:7]([n:15]2[c:16]3[n:17][cH:18][n:19][c:20]([C:24]#[C:25][c:26]4[c:27]([C:32]([F:33])([F:34])[F:35])[cH:28][cH:29][cH:30][cH:31]4)[c:21]3[n:22][cH:23]2)[CH:8]([OH:9])[CH:12]1[OH:11])(=[O:36])=[O:37].